Dataset: the Open Reaction Database (ORD), a public repository of structured organic reaction records. Task: describe an organic reaction: reactants, conditions, products, and yield Reactants: ICCOC1=C(C(=C(C=O)C=C1)O)OCCI (bis-iodoethoxy-hydroxybenzaldehyde), C(CC(=O)OCC)(=O)OCC (diethyl malonate). Reagents/catalysts: N1CCCCC1 (piperidine). Run in C(C)O (ethanol). Yields the product ICCOC=1C=C2C=C(C(OC2=CC1OCCI)=O)C(=O)OCC (6,7-bis-(2'-iodoethoxy)-3-carboethoxycoumarin). Reaction SMILES: [I:1][CH2:2][CH2:3][O:4][C:5]1[CH:12]=[CH:11][C:8]([CH:9]=O)=[C:7](O)[C:6]=1[O:14][CH2:15][CH2:16][I:17].[C:18]([O:26]CC)(=[O:25])[CH2:19][C:20]([O:22][CH2:23][CH3:24])=[O:21]>N1CCCCC1.C(O)C>[I:17][CH2:16][CH2:15][O:14][C:6]1[CH:7]=[C:8]2[C:11](=[CH:12][C:5]=1[O:4][CH2:3][CH2:2][I:1])[O:26][C:18](=[O:25])[C:19]([C:20]([O:22][CH2:23][CH3:24])=[O:21])=[CH:9]2. Procedure details: To 1.73 g (10.8 mmol) of the bis-iodoethoxy-hydroxybenzaldehyde from Example 33 was added diethyl malonate, 2.1 g (4.6 mmol), and this mixture was heated on a steam bath. When the mixture had become homogeneous, two drops of piperidine were added. After the mixture had cooled, a precipitate formed. The solution was diluted with a few milliliters of ethanol and reheated to boiling on the steam bath. After the solution had cooled, it was filtered and the precipitate product retained. The product w... Reactants: [Br-], C1CCOC1, [Cl-], Clc1ccnc(Cl)n1, [NH4+], [Zn+]c1ccccc1, c1ccc(P(c2ccccc2)(c2ccccc2)[Pd](P(c2ccccc2)(c2ccccc2)c2ccccc2)(P(c2ccccc2)(c2ccccc2)c2ccccc2)P(c2ccccc2)(c2ccccc2)c2ccccc2)cc1. Product: Clc1nccc(-c2ccccc2)n1. As a reaction SMILES: [Br-:9].[CH2:19]1[O:20][CH2:21][CH2:22][CH2:23]1.[Cl-:17].[Cl:1][c:2]1[n:3][cH:4][cH:5][c:6]([Cl:8])[n:7]1.[NH4+:18].[c:10]1([Zn+:16])[cH:11][cH:12][cH:13][cH:14][cH:15]1.[cH:24]1[cH:25][cH:26][c:27]([P:28]([Pd:29]([P:30]([c:31]2[cH:32][cH:33][cH:34][cH:35][cH:36]2)([c:37]2[cH:38][cH:39][cH:40][cH:41][cH:42]2)[c:43]2[cH:44][cH:45][cH:46][cH:47][cH:48]2)([P:49]([c:50]2[cH:51][cH:52][cH:53][cH:54][cH:55]2)([c:56]2[cH:57][cH:58][cH:59][cH:60][cH:61]2)[c:62]2[cH:63][cH:64][cH:65][cH:66][cH:67]2)[P:68]([c:69]2[cH:70][cH:71][cH:72][cH:73][cH:74]2)([c:75]2[cH:76][cH:77][cH:78][cH:79][cH:80]2)[c:81]2[cH:82][cH:83][cH:84][cH:85][cH:86]2)([c:87]2[cH:88][cH:89][cH:90][cH:91][cH:92]2)[c:93]2[cH:94][cH:95][cH:96][cH:97][cH:98]2)[cH:99][cH:100]1>>[Cl:1][c:2]1[n:3][cH:4][cH:5][c:6](-[c:10]2[cH:11][cH:12][cH:13][cH:14][cH:15]2)[n:7]1. Starting materials: OC1=C(C=NC2=CC(=CC=C12)C(F)(F)F)C(=O)O (4-hydroxy-7-(trifluoromethyl)-3-quinolinecarboxylic acid), C(=O)=O (carbon dioxide). Conditions: time 5 minute. The product is FC(C1=CC=C2C(=CC=NC2=C1)O)(F)F (7-(trifluoromethyl)-4-quinolinol). Isolated yield 98.6%. Reaction SMILES: [OH:1][C:2]1[C:11]2[C:6](=[CH:7][C:8]([C:12]([F:15])([F:14])[F:13])=[CH:9][CH:10]=2)[N:5]=[CH:4][C:3]=1C(O)=O.C(=O)=O>>[F:15][C:12]([F:13])([F:14])[C:8]1[CH:7]=[C:6]2[C:11]([C:2]([OH:1])=[CH:3][CH:4]=[N:5]2)=[CH:10][CH:9]=1. Procedure details: A round bottom flask was charged with 4-hydroxy-7-(trifluoromethyl)-3-quinolinecarboxylic acid (34.1 g, 0.132 mol) and then heated in a Wood's metal bath for 5 minutes during which time carbon dioxide evolution was observed and the material changed from a solid to a liquid. After 5 minutes no further gas evolution was noted so the flask was removed from the bath and allowed to cool to ambient temperature. The resulting solid was isolated by filtration to provide 27.75 g of 7-(trifluoromethyl)-4-... Yields the product C(CCCCCCCCCCCCCCCCC)(=O)O.C(CCCCC(=O)O)(=O)O.OCC(CO)(CO)CO (pentaerythritol adipate stearate). Reactants: OCC(CO)(CO)CO (pentaerythritol), C(CCCCCCCCCCCCCCCCC)(=O)O (stearic acid), [Sn] (tin), C(CCCCC(=O)O)(=O)O (adipic acid), [Sn] (tin). Procedure details: As in Example A, 71.4 g (0.525 mole) pentaerythritol and 283.5 g (1.05 mole) stearic acid were reacted for 3 hours at 200°-210° C. in the presence of 0.2 g tin powder. 65.7 g (0.45 mole) adipic acid and 0.2 g tin powder were then added to the reaction mixture before it was heated for 5.5 hours to 200°-210° C. The pressure was slowly reduced to 24 mbar during the first 90 minutes and thereafter was kept at that value. After filtration under pressure and cooling, the pentaerythritol adipate steara... RXN SMILES: [OH:1][CH2:2][C:3]([CH2:8][OH:9])([CH2:6][OH:7])[CH2:4][OH:5].[C:10]([OH:29])(=[O:28])[CH2:11][CH2:12][CH2:13][CH2:14][CH2:15][CH2:16][CH2:17][CH2:18][CH2:19][CH2:20][CH2:21][CH2:22][CH2:23][CH2:24][CH2:25][CH2:26][CH3:27].[Sn].[C:31]([OH:40])(=[O:39])[CH2:32][CH2:33][CH2:34][CH2:35][C:36]([OH:38])=[O:37]>>[C:10]([OH:29])(=[O:28])[CH2:11][CH2:12][CH2:13][CH2:14][CH2:15][CH2:16][CH2:17][CH2:18][CH2:19][CH2:20][CH2:21][CH2:22][CH2:23][CH2:24][CH2:25][CH2:26][CH3:27].[C:31]([OH:40])(=[O:39])[CH2:32][CH2:33][CH2:34][CH2:35][C:36]([OH:38])=[O:37].[OH:1][CH2:2][C:3]([CH2:8][OH:9])([CH2:6][OH:7])[CH2:4][OH:5] |f:4.5.6,^3:29|. The reactants are C1(CC1)C=1C(=CC(=NC1)C(=O)O)OCC1CC1 (5-Cyclopropyl-4-cyclopropylmethoxy-pyridine-2-carboxylic acid), FC(C(C1=NC=CC=C1)N)(F)F (2,2,2-Trifluoro-1-pyridin-2-yl-ethylamine). The product is FC(C(C1=NC=CC=C1)NC(=O)C1=NC=C(C(=C1)OCC1CC1)C1CC1)(F)F (5-Cyclopropyl-4-cyclopropylmethoxy-pyridine-2-carboxylic acid (2,2,2-trifluoro-1-pyridin-2-yl-ethyl)-amide). Reaction SMILES: [CH:1]1([C:4]2[C:5]([O:13][CH2:14][CH:15]3[CH2:17][CH2:16]3)=[CH:6][C:7]([C:10]([OH:12])=O)=[N:8][CH:9]=2)[CH2:3][CH2:2]1.[F:18][C:19]([F:29])([F:28])[CH:20]([NH2:27])[C:21]1[CH:26]=[CH:25][CH:24]=[CH:23][N:22]=1>>[F:29][C:19]([F:18])([F:28])[CH:20]([NH:27][C:10]([C:7]1[CH:6]=[C:5]([O:13][CH2:14][CH:15]2[CH2:17][CH2:16]2)[C:4]([CH:1]2[CH2:2][CH2:3]2)=[CH:9][N:8]=1)=[O:12])[C:21]1[CH:26]=[CH:25][CH:24]=[CH:23][N:22]=1. Reported procedure: The title compound was synthesized in analogy to Example 24d, using 5-Cyclopropyl-4-cyclopropylmethoxy-pyridine-2-carboxylic acid (Example 42c) and 2,2,2-Trifluoro-1-pyridin-2-yl-ethylamine (CAN 503173-14-6) as starting materials and isolated (17.2 mg, 29%) as colorless oil; MS (ESI, m/z): 392.5 (M+H+). Reactants: CCOC(=O)C(=O)c1ccc(S(C)(=O)=O)cc1, CCO, NOC1CCCC1. The product is CCOC(=O)C(=NOC1CCCC1)c1ccc(S(C)(=O)=O)cc1. Reaction SMILES: [CH2:1]([CH3:2])[O:3][C:4]([C:5](=[O:6])[c:7]1[cH:8][cH:9][c:10]([S:13](=[O:14])(=[O:15])[CH3:16])[cH:11][cH:12]1)=[O:17].[CH3:25][CH2:26][OH:27].[CH:18]1([O:23][NH2:24])[CH2:19][CH2:20][CH2:21][CH2:22]1>>[CH2:1]([CH3:2])[O:3][C:4]([C:5]([c:7]1[cH:8][cH:9][c:10]([S:13](=[O:14])(=[O:15])[CH3:16])[cH:11][cH:12]1)=[N:24][O:23][CH:18]1[CH2:19][CH2:20][CH2:21][CH2:22]1)=[O:17]. The reactants are O=CC1CC1, O=C(Nc1ccc(Cl)cn1)c1ccccc1NC(=O)C1CCNCC1, O=C(O)C(F)(F)F. The product is O=C(Nc1ccc(Cl)cn1)c1ccccc1NC(=O)C1CCN(CC2CC2)CC1. RXN SMILES: [CH:33]1([CH:36]=[O:37])[CH2:34][CH2:35]1.[Cl:8][c:9]1[cH:10][cH:11][c:12]([NH:15][C:16]([c:17]2[c:18]([NH:23][C:24](=[O:25])[CH:26]3[CH2:27][CH2:28][NH:29][CH2:30][CH2:31]3)[cH:19][cH:20][cH:21][cH:22]2)=[O:32])[n:13][cH:14]1.[F:1][C:2]([F:3])([F:4])[C:5]([OH:6])=[O:7]>>[Cl:8][c:9]1[cH:10][cH:11][c:12]([NH:15][C:16]([c:17]2[c:18]([NH:23][C:24](=[O:25])[CH:26]3[CH2:27][CH2:28][N:29]([CH2:36][CH:33]4[CH2:34][CH2:35]4)[CH2:30][CH2:31]3)[cH:19][cH:20][cH:21][cH:22]2)=[O:32])[n:13][cH:14]1.